This data is from the Open Reaction Database (ORD), a public repository of structured organic reaction records. The task is: describe an organic reaction: reactants, conditions, products, and yield Reactants: CNC1CCN(C(=O)C2CCN(C(C)=O)CC2)CC1c1ccc(Cl)c(Cl)c1, O=C(O)c1cc(-c2ccccc2)c(C(F)(F)F)s1. Yields the product CC(=O)N1CCC(C(=O)N2CCC(N(C)C(=O)c3cc(-c4ccccc4)c(C(F)(F)F)s3)C(c3ccc(Cl)c(Cl)c3)C2)CC1. Reaction SMILES: [C:1]([CH3:2])(=[O:3])[N:4]1[CH2:5][CH2:6][CH:7]([C:10](=[O:11])[N:12]2[CH2:13][CH:14]([c:20]3[cH:21][c:22]([Cl:27])[c:23]([Cl:26])[cH:24][cH:25]3)[CH:15]([NH:18][CH3:19])[CH2:16][CH2:17]2)[CH2:8][CH2:9]1.[c:28]1(-[c:34]2[cH:35][c:36]([C:43](=[O:44])[OH:45])[s:37][c:38]2[C:39]([F:40])([F:41])[F:42])[cH:29][cH:30][cH:31][cH:32][cH:33]1>>[C:1]([CH3:2])(=[O:3])[N:4]1[CH2:5][CH2:6][CH:7]([C:10](=[O:11])[N:12]2[CH2:13][CH:14]([c:20]3[cH:21][c:22]([Cl:27])[c:23]([Cl:26])[cH:24][cH:25]3)[CH:15]([N:18]([CH3:19])[C:43]([c:36]3[cH:35][c:34](-[c:28]4[cH:29][cH:30][cH:31][cH:32][cH:33]4)[c:38]([C:39]([F:40])([F:41])[F:42])[s:37]3)=[O:45])[CH2:16][CH2:17]2)[CH2:8][CH2:9]1. Starting materials: FC(C=1C=C(C=C(C1)C(F)(F)F)NC(OC1=CC=CC=C1)=NC#N)(F)F (N-[3,5-bis(trifluoromethyl)phenyl]-N'-cyano-O-phenylisourea), C(C)(C)N (isopropylamine). The product is C(#N)NC(=NC(C)C)NC1=CC(=CC(=C1)C(F)(F)F)C(F)(F)F (N-Cyano-N'-(3,5-bis(trifluoromethyl)phenyl)-N"-(1-methylethyl)-guanidine). Yield: 45.0%. RXN SMILES: [F:1][C:2]([F:26])([F:25])[C:3]1[CH:4]=[C:5]([NH:13][C:14](=[N:22][C:23]#[N:24])OC2C=CC=CC=2)[CH:6]=[C:7]([C:9]([F:12])([F:11])[F:10])[CH:8]=1.[CH:27]([NH2:30])([CH3:29])[CH3:28]>>[C:23]([NH:22][C:14]([NH:13][C:5]1[CH:6]=[C:7]([C:9]([F:12])([F:10])[F:11])[CH:8]=[C:3]([C:2]([F:1])([F:25])[F:26])[CH:4]=1)=[N:30][CH:27]([CH3:29])[CH3:28])#[N:24]. Procedure: N-[3,5-bis(trifluoromethyl)phenyl]-N'-cyano-O-phenylisourea (0.94 mmol, 350 mg) and isopropylamine (1 ml) was stirred in a sealed flask for 19 h at 75° C. After concentration the residue was dissolved in dichloromethane, washed with 1 N aqueous HCl (2×), water, dried (Na2SO4) and concentrated. The residue was crystallized from ethyl acetate and heptane to give the title compound (114 mg, 45%) as white crystals. Mp 176-182° C.; 1H-NMR (CDCl3): δ 1.25 (d, 6H), 4.07 (m, 1H), 5.5 (br d, 1H), 7.71 (b...